describe an organic reaction: reactants, conditions, products, and yield From a dataset of the Open Reaction Database (ORD), a public repository of structured organic reaction records. Reactants: C1(=C(C=CC=C1)CC(=O)OC)C (Methyl o-tolylacetate), C(=O)OC (methyl formate), [H-].[Na+] (sodium hydride), CI (methyl iodide), [H][H] (hydrogen). The solvent is CN(C=O)C (dimethyl formamide), O1CCCC1 (tetrahydrofuran), O1CCCC1 (tetrahydrofuran), CO (Methanol), petrol. Run at time 8 hour. Yields the product CO\C=C(/C(=O)OC)\C1=C(C=CC=C1)C (methyl (Z)-3-methoxy-2-(o-tolyl)prop-2-enoate). Reaction SMILES: [C:1]1([CH3:12])[CH:6]=[CH:5][CH:4]=[CH:3][C:2]=1[CH2:7][C:8]([O:10][CH3:11])=[O:9].[H-].[Na+].[H][H].CI.[CH:19]([O:21][CH3:22])=O>CN(C)C=O.O1CCCC1.CO>[CH3:19][O:21]/[CH:22]=[C:7](/[C:2]1[CH:3]=[CH:4][CH:5]=[CH:6][C:1]=1[CH3:12])\[C:8]([O:10][CH3:11])=[O:9] |f:1.2|. Reported procedure: Methyl o-tolylacetate (100 g) was dissolved in a mixture of methyl formate (450 ml) and dimethyl formamide 200 ml). The solution was added to a petrol washed suspension of sodium hydride (from 36 5 g of an 80% dispersion in oil) in dimethylformamide (100 ml) with cooling. The mixture was then stirred at room temperature overnight. Excess methyl formate and most of the dimethylformamide were evaporated and water (500 ml) was added. The mixture was treated with ether and the aqueous phase separate... The reactants are ClC1=CC=C(C=C1)N(S(=O)(=O)C1=CC=C(C(=O)O)C=C1)C (4-(N-(4-chlorophenyl)-N-methylsulfamoyl)benzoic acid), N1=C(C=CC=C1)C=1N=C(SC1)N (4-(pyridin-2-yl)thiazol-2-amine). Product: ClC1=CC=C(C=C1)N(S(=O)(=O)C1=CC=C(C(=O)NC=2SC=C(N2)C2=NC=CC=C2)C=C1)C (4-(N-(4-chlorophenyl)-N-methylsulfamoyl)-N-(4-(pyridin-2-yl)thiazol-2-yl)benzamide). Reaction SMILES: [Cl:1][C:2]1[CH:7]=[CH:6][C:5]([N:8]([CH3:21])[S:9]([C:12]2[CH:20]=[CH:19][C:15]([C:16]([OH:18])=O)=[CH:14][CH:13]=2)(=[O:11])=[O:10])=[CH:4][CH:3]=1.[N:22]1[CH:27]=[CH:26][CH:25]=[CH:24][C:23]=1[C:28]1[N:29]=[C:30]([NH2:33])[S:31][CH:32]=1>>[Cl:1][C:2]1[CH:3]=[CH:4][C:5]([N:8]([CH3:21])[S:9]([C:12]2[CH:13]=[CH:14][C:15]([C:16]([NH:33][C:30]3[S:31][CH:32]=[C:28]([C:23]4[CH:24]=[CH:25][CH:26]=[CH:27][N:22]=4)[N:29]=3)=[O:18])=[CH:19][CH:20]=2)(=[O:10])=[O:11])=[CH:6][CH:7]=1. Procedure details: 4-(N-(4-chlorophenyl)-N-methylsulfamoyl)benzoic acid (5) (100 mg, 0.31 mmol) was treated with 4-(pyridin-2-yl)thiazol-2-amine (45 mg, 0.26 mmol) using method C. The residue was purified using flash chromatography eluting with EtOAc. The resulting solid was triturated with diethyl ether to give 4-(N-(4-chlorophenyl)-N-methylsulfamoyl)-N-(4-(pyridin-2-yl)thiazol-2-yl)benzamide as a yellow solid. Yield: 18 mg (15%). 1H-NMR: 8.64-8.61 (m, 1H), 8.29 (d, J=8.5 Hz, 2H), 8.02 (d, J=8.0 Hz, 1H), 7.95-7.8...